From a dataset of the Open Reaction Database (ORD), a public repository of structured organic reaction records. describe an organic reaction: reactants, conditions, products, and yield Starting materials: C(C)C=1C=C(C(=NC1)N1CCN(CC1)C(=O)C1=CC=C(C=C1)I)C ([4-(5-ethyl-3-methylpyridin-2-yl)piperazin-1-yl](4-iodophenyl)methanone), CN1C(NCC1)=O (1-methylimidazolidin-2-one). Yields the product C(C)C=1C=C(C(=NC1)N1CCN(CC1)C(=O)C1=CC=C(C=C1)N1C(N(CC1)C)=O)C (1-{4-[4-(5-ethyl-3-methylpyridin-2-yl)piperazine-1-carbonyl]phenyl}-3-methylimidazolidin-2-one). Isolated yield 85.3%. As a reaction SMILES: [CH2:1]([C:3]1[CH:4]=[C:5]([CH3:24])[C:6]([N:9]2[CH2:14][CH2:13][N:12]([C:15]([C:17]3[CH:22]=[CH:21][C:20](I)=[CH:19][CH:18]=3)=[O:16])[CH2:11][CH2:10]2)=[N:7][CH:8]=1)[CH3:2].[CH3:25][N:26]1[CH2:30][CH2:29][NH:28][C:27]1=[O:31]>>[CH2:1]([C:3]1[CH:4]=[C:5]([CH3:24])[C:6]([N:9]2[CH2:14][CH2:13][N:12]([C:15]([C:17]3[CH:22]=[CH:21][C:20]([N:28]4[CH2:29][CH2:30][N:26]([CH3:25])[C:27]4=[O:31])=[CH:19][CH:18]=3)=[O:16])[CH2:11][CH2:10]2)=[N:7][CH:8]=1)[CH3:2]. Procedure details: Using [4-(5-ethyl-3-methylpyridin-2-yl)piperazin-1-yl](4-iodophenyl)methanone (348 mg) described in Preparation Example 133 and 1-methylimidazolidin-2-one (96 mg) and by the reaction and treatment in the same manner as in Example 1, the title compound (278 mg) was obtained. Starting materials: C1OC=2C=C(C=CC2OC1)NC1=NC(=NC=C1F)NC1=CC(=CC=C1)O (N4-(3,4-ethylenedioxyphenyl)-5-fluoro-N2-(3-hydroxyphenyl)-2,4-pyrimidinediamine), ClC1=NC=C(C(=N1)NC1=CC2=C(C=C1)OCCO2)F (2-chloro-N4-(3,4-ethylenedioxyphenyl)-5-fluoro-4-pyrimidineamine), ClC1=C(CN2CCN(CC2)CCCN)C(=CC=C1)F (3-[4-(2-chloro-6-fluorobenzyl)piperazino]propylamine). The product is ClC1=C(CN2CCN(CC2)CCCNC2=NC=C(C(=N2)NC2=CC3=C(C=C2)OCCO3)F)C(=CC=C1)F (N2-[3-[4-(2-chloro-6-fluorobenzyl)piperazino]propyl]-N4-(3,4-ethylenedioxyphenyl)-5-fluoro-2,4-pyrimidinediamine). Reaction SMILES: [CH2:1]1[CH2:10][O:9][C:8]2[CH:7]=[CH:6][C:5]([NH:11][C:12]3[C:17]([F:18])=[CH:16][N:15]=[C:14]([NH:19][C:20]4[CH:25]=[CH:24]C=C(O)C=4)[N:13]=3)=[CH:4][C:3]=2[O:2]1.ClC1N=C(NC2C=CC3OCCOC=3C=2)C(F)=CN=1.[Cl:46][C:47]1[CH:63]=[CH:62][CH:61]=[C:60]([F:64])[C:48]=1[CH2:49][N:50]1[CH2:55][CH2:54][N:53](CCCN)[CH2:52][CH2:51]1>>[Cl:46][C:47]1[CH:63]=[CH:62][CH:61]=[C:60]([F:64])[C:48]=1[CH2:49][N:50]1[CH2:51][CH2:52][N:53]([CH2:24][CH2:25][CH2:20][NH:19][C:14]2[N:13]=[C:12]([NH:11][C:5]3[CH:6]=[CH:7][C:8]4[O:9][CH2:10][CH2:1][O:2][C:3]=4[CH:4]=3)[C:17]([F:18])=[CH:16][N:15]=2)[CH2:54][CH2:55]1. Procedure details: In a manner similar to the preparation of N4-(3,4-ethylenedioxyphenyl)-5-fluoro-N2-(3-hydroxyphenyl)-2,4-pyrimidinediamine, 2-chloro-N4-(3,4-ethylenedioxyphenyl)-5-fluoro-4-pyrimidineamine and 3-[4-(2-chloro-6-fluorobenzyl)piperazino]propylamine were reacted to yield N2-[3-[4-(2-chloro-6-fluorobenzyl)piperazino]propyl]-N4-(3,4-ethylenedioxyphenyl)-5-fluoro-2,4-pyrimidinediamine. 1H NMR (CDCl3): δ 7.79 (d, 1H, J=3.0 Hz), 7.37 (d, 1H, J=2.4 Hz), 7.19–7.15 (m, 2H), 7.00–6.93 (m, 2H), 6.81 (d, 1H, J...